Dataset: the Open Reaction Database (ORD), a public repository of structured organic reaction records. Task: describe an organic reaction: reactants, conditions, products, and yield Starting materials: CCC(CC)Nc1cc(C)nc(Oc2c(C)cc(C)cc2C)c1C(=O)OC, [Li+], C1COCCO1, [OH-], O. Product: CCC(CC)Nc1cc(C)nc(Oc2c(C)cc(C)cc2C)c1C(=O)O. RXN SMILES: [CH3:1][O:2][C:3]([c:4]1[c:5]([O:17][c:18]2[c:19]([CH3:26])[cH:20][c:21]([CH3:25])[cH:22][c:23]2[CH3:24])[n:6][c:7]([CH3:16])[cH:8][c:9]1[NH:10][CH:11]([CH2:12][CH3:13])[CH2:14][CH3:15])=[O:27].[Li+:28].[O:30]1[CH2:31][CH2:32][O:33][CH2:34][CH2:35]1.[OH-:29].[OH2:36]>>[O:2]=[C:3]([c:4]1[c:5]([O:17][c:18]2[c:19]([CH3:26])[cH:20][c:21]([CH3:25])[cH:22][c:23]2[CH3:24])[n:6][c:7]([CH3:16])[cH:8][c:9]1[NH:10][CH:11]([CH2:12][CH3:13])[CH2:14][CH3:15])[OH:27]. Reaction SMILES: [CH3:1][Si:2]([CH3:11])([CH3:10])[C:3]1[CH:8]=[CH:7][C:6](Cl)=[CH:5][CH:4]=1.[Mg].[CH3:13][N:14]([CH3:23])[C:15]1[CH:22]=[CH:21][C:18]([CH:19]=[O:20])=[CH:17][CH:16]=1>>[CH3:13][N:14]([CH3:23])[C:15]1[CH:22]=[CH:21][C:18]([C:19]([C:6]2[CH:7]=[CH:8][C:3]([Si:2]([CH3:11])([CH3:10])[CH3:1])=[CH:4][CH:5]=2)=[O:20])=[CH:17][CH:16]=1. Yields the product CN(C1=CC=C(C(=O)C2=CC=C(C=C2)[Si](C)(C)C)C=C1)C (4-dimethylamino-4'-trimethylsilyl benzophenone). Procedure: A Grignard reagent prepared from 0.2 mole of 4-trimethylsilylchlorobenzene and 0.2 mole of magnesium was reacted with 0.2 mole of 4-dimethylaminobenzaldehyde. The resulting reactant was subjected to oxidation by the Oppenauer method, to yield 4-dimethylamino-4'-trimethylsilyl benzophenone. Starting materials: Grignard reagent, C[Si](C1=CC=C(C=C1)Cl)(C)C (4-trimethylsilylchlorobenzene), [Mg] (magnesium), CN(C1=CC=C(C=O)C=C1)C (4-dimethylaminobenzaldehyde). Starting materials: CCC(=O)OCOC(=O)Cl, CCOCC, Nc1ccc(Cl)cc1. The product is CCC(=O)OCOC(=O)Nc1ccc(Cl)cc1. As a reaction SMILES: [C:9]([O:10][CH2:11][O:12][C:13]([CH2:14][CH3:15])=[O:16])(=[O:17])[Cl:18].[CH3:19][CH2:20][O:21][CH2:22][CH3:23].[NH2:1][c:2]1[cH:3][cH:4][c:5]([Cl:6])[cH:7][cH:8]1>>[NH:1]([c:2]1[cH:3][cH:4][c:5]([Cl:6])[cH:7][cH:8]1)[C:9]([O:10][CH2:11][O:12][C:13]([CH2:14][CH3:15])=[O:16])=[O:17].